From a dataset of the Open Reaction Database (ORD), a public repository of structured organic reaction records. describe an organic reaction: reactants, conditions, products, and yield Reactants: COCCCN (methoxypropylamine), OC1=CC=C(C=2C(C3=CC=CC=C3C(C12)=O)=O)O (1,4-dihydroxyanthraquinone), B(O)(O)O (boric acid). Run in O (water). Conditions: temperature 65 celsius. Product: COCCCNC1=C(C=2C(C3=CC=CC=C3C(C2C(=C1)O)=O)=O)O (2-(methoxypropylamino)-1,4-dihydroxyanthraquinone), OC1=CC=C(C=2C(C3=CC=CC=C3C(C12)=O)=O)O (1,4-dihydroxyanthraquinone). RXN SMILES: [OH:1][C:2]1[C:15]2[C:14](=[O:16])[C:13]3[C:8](=[CH:9][CH:10]=[CH:11][CH:12]=3)[C:7](=[O:17])[C:6]=2[C:5]([OH:18])=[CH:4][CH:3]=1.B(O)(O)O.[CH3:23][O:24][CH2:25][CH2:26][CH2:27][NH2:28]>O>[CH3:23][O:24][CH2:25][CH2:26][CH2:27][NH:28][C:4]1[CH:3]=[C:2]([OH:1])[C:15]2[C:14](=[O:16])[C:13]3[C:8](=[CH:9][CH:10]=[CH:11][CH:12]=3)[C:7](=[O:17])[C:6]=2[C:5]=1[OH:18].[OH:1][C:2]1[C:15]2[C:14](=[O:16])[C:13]3[C:8](=[CH:9][CH:10]=[CH:11][CH:12]=3)[C:7](=[O:17])[C:6]=2[C:5]([OH:18])=[CH:4][CH:3]=1. Reported procedure: 2-(methoxypropylamino)-1,4-dihydroxyanthraquinone was prepared as follows: 60 grams of 1,4-dihydroxyanthraquinone, 15.5 grams of boric acid, and 89 grams of methoxypropylamine were slurried in 125 ml of water. The slurry was stirred and heated to 65° Celsius, and a strong stream of air was bubbled through it. These conditions were maintained about nine hours, or until thin layer chromatography of the reaction mixture failed to isolate any, 1,4-dihydroxyanthraquinone. The reactants are FC(C(=O)N1CCC2=C(C(C1)C)C=C(C(=C2)OC)Cl)(F)F (N-trifluoroacetyl-8-chloro-7-methoxy-1-methyl-2,3,4,5-tetrahydro-1H-3-benzazepine), B(Br)(Br)Br (BBr3), solution. The solvent is ClCCl (dichloromethane), C(Cl)Cl (CH2Cl2). Yields the product FC(C(=O)N1CCC2=C(C(C1)C)C=C(C(=C2)O)Cl)(F)F (N-Trifluoroacetyl-8-chloro-7-hydroxy-1-methyl-2,3,4,5-tetrahydro-1H-3-benzazepine). Procedure details: A solution of N-trifluoroacetyl-8-chloro-7-methoxy-1-methyl-2,3,4,5-tetrahydro-1H-3-benzazepine (48 mg, 0.15 mmol) in dichloromethane (2 mL) was treated with BBr3 (0.30 mL of a 1.0M solution in CH2Cl2, 0.30 mmol) and stirred overnight at 20 C. The excess BBr3 was quenched with water and the resulting mixture diluted with ether (20 mL), washed with Na2CO3 (10 mL) and brine (10 mL), dried with Na2SO4 and concentrated. Flash chromatography (15% EtOAc in hexane, silica) resulted in 24 mg of a white ... Reaction conditions: time 8 hour. Yield: 52.0%. Reaction SMILES: [F:1][C:2]([F:21])([F:20])[C:3]([N:5]1[CH2:11][CH:10]([CH3:12])[C:9]2[CH:13]=[C:14]([Cl:19])[C:15]([O:17]C)=[CH:16][C:8]=2[CH2:7][CH2:6]1)=[O:4].B(Br)(Br)Br>ClCCl>[F:20][C:2]([F:1])([F:21])[C:3]([N:5]1[CH2:11][CH:10]([CH3:12])[C:9]2[CH:13]=[C:14]([Cl:19])[C:15]([OH:17])=[CH:16][C:8]=2[CH2:7][CH2:6]1)=[O:4]. The reactants are ClC1=CC(=C(C(=O)OC)C=C1)C (methyl 4-chloro-2-methylbenzoate), ClS(=O)(=O)O (chlorosulfonic acid), ice water. Conditions: time 3 hour. The product is ClC1=CC(=C(C(=O)OC)C=C1S(=O)(=O)Cl)C (methyl 4-chloro-5-chlorosulfonyl-2-methylbenzoate). Isolated yield 75.6%. RXN SMILES: [Cl:1][C:2]1[CH:11]=[CH:10][C:5]([C:6]([O:8][CH3:9])=[O:7])=[C:4]([CH3:12])[CH:3]=1.[Cl:13][S:14](O)(=[O:16])=[O:15]>>[Cl:1][C:2]1[C:11]([S:14]([Cl:13])(=[O:16])=[O:15])=[CH:10][C:5]([C:6]([O:8][CH3:9])=[O:7])=[C:4]([CH3:12])[CH:3]=1. Procedure: A mixture of 15.8 g (0.086 mol) of methyl 4-chloro-2-methylbenzoate (2) and 25.8 ml (45.2 g, 0.39 mol) of chlorosulfonic acid was heated to a gentle reflux under nitrogen. After 3 hrs., the mixture was cooled and poured slowly into an ice-water mixture. After stirring for 1 hr., the mixture was filtered and rinsed well with ice cold water. Drying in a vacuum oven (60° C.) gave 17.4 g (0.065 mol, 75% yield) of the sulfonylated acid (off-white crystals). A mixture of 14.5 g of the acid and 2 drops... The reactants are COC1=CC=C(C=C1)N1C(C=2CCCCC2C1O)=O (2-(4-Methoxyphenyl)-3-hydroxy-4,5,6,7-tetrahydroisoindolin-1-one), N1(CCCCC1)C(=O)C=P(C1=CC=CC=C1)(C1=CC=CC=C1)C1=CC=CC=C1 (piperidinocarbonylmethylenetriphenylphosphorane). The solvent is C1(=CC=CC=C1)C (toluene). Procedure: 2-(4-Methoxyphenyl)-3-hydroxy-4,5,6,7-tetrahydroisoindolin-1-one (2.59 g) and piperidinocarbonylmethylenetriphenylphosphorane (4.6 g) were dissolved in 50 ml of dry toluene and the solution was refluxed gently for 20 hours. After cooling, the solvent was distilled off and the residue was purified by silica gel column chromatography. Fractions eluted with dichloromethaneethyl acetate (5:1) were collected and concentrated to give crude crystals. This product was recrystallized from ether-hexane (1... RXN SMILES: [CH3:1][O:2][C:3]1[CH:8]=[CH:7][C:6]([N:9]2[CH:17]([OH:18])[C:16]3[CH2:15][CH2:14][CH2:13][CH2:12][C:11]=3[C:10]2=O)=[CH:5][CH:4]=1.[N:20]1([C:26]([CH:28]=P(C2C=CC=CC=2)(C2C=CC=CC=2)C2C=CC=CC=2)=[O:27])[CH2:25][CH2:24][CH2:23][CH2:22][CH2:21]1>C1(C)C=CC=CC=1>[CH3:1][O:2][C:3]1[CH:4]=[CH:5][C:6]([N:9]2[CH:10]([CH2:28][C:26]([N:20]3[CH2:25][CH2:24][CH2:23][CH2:22][CH2:21]3)=[O:27])[C:11]3[CH2:12][CH2:13][CH2:14][CH2:15][C:16]=3[C:17]2=[O:18])=[CH:7][CH:8]=1. Yield: 50.8%. The product is COC1=CC=C(C=C1)N1C(C=2CCCCC2C1CC(=O)N1CCCCC1)=O (2-(4-methoxyphenyl)-3-piperidinocarbonylmethyl-4,5,6,7-tetrahydroisoindolin-1-one). The product is C(C1=CC=CC=C1)[C@H](C(=O)N[C@H]1CCC[C@@H]2N(C1=O)[C@@H](CCC2)C(=O)OC)CC[C@@H](C(=O)N[C@H]2CCC[C@@H]1N(C2=O)[C@@H](CCC1)C(=O)OC)CC1=CC=CC=C1 (Dimethyl (4S,7S,10aS,4′S,7′S,10a′S)-7,7′-(((2R,5R)-2,5-dibenzyl-1,6-dioxo-1,6-hexanediyl)diimino)bis(6-oxodecahydropyrido[1,2-a]azepine-4-carboxylate)), solid. As a reaction SMILES: [CH2:1]([C@@H:8]([CH2:12][CH2:13][C@H](CC1C=CC=CC=1)C(O)=O)[C:9](O)=[O:10])[C:2]1[CH:7]=[CH:6][CH:5]=[CH:4][CH:3]=1.[NH2:25][C@@H:26]1[C:32](=[O:33])[N:31]2[C@H:34]([C:38]([O:40][CH3:41])=[O:39])[CH2:35][CH2:36][CH2:37][C@@H:30]2[CH2:29][CH2:28][CH2:27]1>>[CH2:1]([C@@H:8]([CH2:12][CH2:13][C@H:8]([CH2:1][C:2]1[CH:7]=[CH:6][CH:5]=[CH:4][CH:3]=1)[C:9]([NH:25][C@@H:26]1[C:32](=[O:33])[N:31]2[C@H:34]([C:38]([O:40][CH3:41])=[O:39])[CH2:35][CH2:36][CH2:37][C@@H:30]2[CH2:29][CH2:28][CH2:27]1)=[O:10])[C:9]([NH:25][C@@H:26]1[C:32](=[O:33])[N:31]2[C@H:34]([C:38]([O:40][CH3:41])=[O:39])[CH2:35][CH2:36][CH2:37][C@@H:30]2[CH2:29][CH2:28][CH2:27]1)=[O:10])[C:2]1[CH:3]=[CH:4][CH:5]=[CH:6][CH:7]=1. Reactants: C(C1=CC=CC=C1)[C@H](C(=O)O)CC[C@@H](C(=O)O)CC1=CC=CC=C1 ((2R,5R)-2,5-Dibenzylhexanedioic acid), N[C@H]1CCC[C@@H]2N(C1=O)[C@@H](CCC2)C(=O)OC ((4S,7S,10aS)-methyl 7-amino-6-oxodecahydropyrido[1,2-a]azepine-4-carboxylate). Procedure details: Dimethyl (4S,7S,10aS,4′S,7′S,10a′S)-7,7′-(((2R,5R)-2,5-dibenzyl-1,6-dioxo-1,6-hexanediyl)diimino)bis(6-oxodecahydropyrido[1,2-a]azepine-4-carboxylate) was synthesized as described in General Procedure F using Intermediate 3 (10 mg, 0.031 mmol) and (4S,7S,10aS)-methyl 7-amino-6-oxodecahydropyrido[1,2-a]azepine-4-carboxylate (16 mg, 0.067 mmol) to give a white solid (8.0 mg, 34% yield). Anal. Calcd. for C44H58N4O8 m/z 770.5. found: 771.5 (M+H)+. The yield is 34.0%. Reactants: CCO, CN(C)CCCN(C)c1ccc(Cl)cc1[N+](=O)[O-], O. The product is CN(C)CCCN(C)c1ccc(Cl)cc1N. RXN SMILES: [CH3:19][CH2:20][OH:21].[Cl:1][c:2]1[cH:3][c:4]([N+:16]([O-:17])=[O:18])[c:5]([N:8]([CH3:9])[CH2:10][CH2:11][CH2:12][N:13]([CH3:14])[CH3:15])[cH:6][cH:7]1.[OH2:22]>>[Cl:1][c:2]1[cH:3][c:4]([NH2:16])[c:5]([N:8]([CH3:9])[CH2:10][CH2:11][CH2:12][N:13]([CH3:14])[CH3:15])[cH:6][cH:7]1. Starting materials: [BH3-]C#N.[Na+] (NaCNBH3), OC1=C(N)C=CC=C1 (2-hydroxyaniline), C(C)(C)(C)OC(=O)N1CCC(CC1)=O (N-t-butyloxycarbonyl-4-piperidinone), CC(=O)O (HOAc). The solvent is CCOC(=O)C (EtOAc), C1(=CC=CC=C1)C (toluene), O (water). Run at time 24 hour. The product is C(C)(C)(C)OC(=O)N1CCC(CC1)NC1=C(C=CC=C1)O (1-t-Butyloxycarbonyl-4-(2-hydroxyphenylamino)piperidine), solid. The yield is 45.0%. RXN SMILES: [OH:1][C:2]1[CH:8]=[CH:7][CH:6]=[CH:5][C:3]=1[NH2:4].[C:9]([O:13][C:14]([N:16]1[CH2:21][CH2:20][C:19](=O)[CH2:18][CH2:17]1)=[O:15])([CH3:12])([CH3:11])[CH3:10].CC(O)=O.[BH3-]C#N.[Na+]>C1(C)C=CC=CC=1.CCOC(C)=O.O>[C:9]([O:13][C:14]([N:16]1[CH2:21][CH2:20][CH:19]([NH:4][C:3]2[CH:5]=[CH:6][CH:7]=[CH:8][C:2]=2[OH:1])[CH2:18][CH2:17]1)=[O:15])([CH3:12])([CH3:10])[CH3:11] |f:3.4|. Reported procedure: A solution of 2-hydroxyaniline (5.0 g, 46 mmol), N-t-butyloxycarbonyl-4-piperidinone (9.05 g, 46 mmol) and HOAc (5.7 mL, 100 mmol) in dry toluene (250 mL) was refluxed with azeotropic removal of water for 24 h. The solution was cooled to ambient temperature and to it was added NaCNBH3 (5.8 g, 92 mmol). The resulting mixture was stirred at ambient temperature for 24 h. EtOAc (250 mL) was added and the solution was washed with saturated aqueous NaHCO3 (4×100 mL). The organic phase was dried (MgSO4... The reactants are Cc1c(CN(C)C)cccc1-c1ccccc1, Cc1ccccc1, CCOC(=O)Cl. The product is Cc1c(CCl)cccc1-c1ccccc1. RXN SMILES: [CH3:1][N:2]([CH2:3][c:4]1[c:5]([CH3:16])[c:6](-[c:10]2[cH:11][cH:12][cH:13][cH:14][cH:15]2)[cH:7][cH:8][cH:9]1)[CH3:17].[CH3:24][c:25]1[cH:26][cH:27][cH:28][cH:29][cH:30]1.[Cl:18][C:19]([O:20][CH2:21][CH3:22])=[O:23]>>[CH2:3]([c:4]1[c:5]([CH3:16])[c:6](-[c:10]2[cH:11][cH:12][cH:13][cH:14][cH:15]2)[cH:7][cH:8][cH:9]1)[Cl:18]. Reactants: Fc1cc(C2(c3ccc(Br)cc3)CCNCC2)ccc1Cl, CC1(C)OB(c2cn[nH]c2)OC1(C)C, c1ccc(P(c2ccccc2)(c2ccccc2)[Pd](P(c2ccccc2)(c2ccccc2)c2ccccc2)(P(c2ccccc2)(c2ccccc2)c2ccccc2)P(c2ccccc2)(c2ccccc2)c2ccccc2)cc1. The product is Fc1cc(C2(c3ccc(-c4cn[nH]c4)cc3)CCNCC2)ccc1Cl. RXN SMILES: [Br:1][c:2]1[cH:3][cH:4][c:5]([C:8]2([c:14]3[cH:15][c:16]([F:21])[c:17]([Cl:20])[cH:18][cH:19]3)[CH2:9][CH2:10][NH:11][CH2:12][CH2:13]2)[cH:6][cH:7]1.[CH3:22][C:23]1([CH3:24])[C:25]([CH3:26])([CH3:27])[O:28][B:29]([c:30]2[cH:31][n:32][nH:33][cH:34]2)[O:35]1.[cH:36]1[cH:37][cH:38][c:39]([P:40]([Pd:41]([P:42]([c:43]2[cH:44][cH:45][cH:46][cH:47][cH:48]2)([c:49]2[cH:50][cH:51][cH:52][cH:53][cH:54]2)[c:55]2[cH:56][cH:57][cH:58][cH:59][cH:60]2)([P:61]([c:62]2[cH:63][cH:64][cH:65][cH:66][cH:67]2)([c:68]2[cH:69][cH:70][cH:71][cH:72][cH:73]2)[c:74]2[cH:75][cH:76][cH:77][cH:78][cH:79]2)[P:80]([c:81]2[cH:82][cH:83][cH:84][cH:85][cH:86]2)([c:87]2[cH:88][cH:89][cH:90][cH:91][cH:92]2)[c:93]2[cH:94][cH:95][cH:96][cH:97][cH:98]2)([c:99]2[cH:100][cH:101][cH:102][cH:103][cH:104]2)[c:105]2[cH:106][cH:107][cH:108][cH:109][cH:110]2)[cH:111][cH:112]1>>[c:2]1(-[c:30]2[cH:31][n:32][nH:33][cH:34]2)[cH:3][cH:4][c:5]([C:8]2([c:14]3[cH:15][c:16]([F:21])[c:17]([Cl:20])[cH:18][cH:19]3)[CH2:9][CH2:10][NH:11][CH2:12][CH2:13]2)[cH:6][cH:7]1.